This data is from the Open Reaction Database (ORD), a public repository of structured organic reaction records. The task is: describe an organic reaction: reactants, conditions, products, and yield Starting materials: ClC1=NC(=C2N=CN(C2=N1)[C@@H]1O[C@@H]([C@H]([C@H]1O)O)C1=NC(=NO1)C)NC(CC)CC ((2R,3R,4S,5S)-2-[2-Chloro-6-(1-ethyl-propylamino)-purin-9-yl]-5-(3-methyl-[1,2,4]oxadiazol-5-yl)-tetrahydro-furan-3,4-diol), N1(CCCCC1)CCN (2-piperidinoethylamine), CS(=O)C (DMSO), N1(CCCCC1)CCN (2-piperidinoethylamine). Product: C(=O)O.C(C)C(CC)NC1=C2N=CN(C2=NC(=N1)NCCN1CCCCC1)[C@@H]1O[C@@H]([C@H]([C@H]1O)O)C1=NC(=NO1)C ((2R,3R,4S,5S)-2-[6-(1-Ethyl-propylamino)-2-(2-piperidin-1-yl-ethylamino)-purin-9-yl]-5-(3-methyl-[1,2,4]oxadiazol-5-yl)-tetrahydro-furan-3,4-diol formate). RXN SMILES: Cl[C:2]1[N:10]=[C:9]2[C:5]([N:6]=[CH:7][N:8]2[C@H:11]2[C@H:15]([OH:16])[C@H:14]([OH:17])[C@@H:13]([C:18]3[O:22][N:21]=[C:20]([CH3:23])[N:19]=3)[O:12]2)=[C:4]([NH:24][CH:25]([CH2:28][CH3:29])[CH2:26][CH3:27])[N:3]=1.[N:30]1([CH2:36][CH2:37][NH2:38])[CH2:35][CH2:34][CH2:33][CH2:32][CH2:31]1.CS(C)=[O:41]>>[CH:18]([OH:22])=[O:41].[CH2:26]([CH:25]([NH:24][C:4]1[N:3]=[C:2]([NH:38][CH2:37][CH2:36][N:30]2[CH2:35][CH2:34][CH2:33][CH2:32][CH2:31]2)[N:10]=[C:9]2[C:5]=1[N:6]=[CH:7][N:8]2[C@H:11]1[C@H:15]([OH:16])[C@H:14]([OH:17])[C@@H:13]([C:18]2[O:22][N:21]=[C:20]([CH3:23])[N:19]=2)[O:12]1)[CH2:28][CH3:29])[CH3:27] |f:3.4|. Procedure details: Intermediate 11 (0.069 g, 0.163 mmol) and 2-piperidinoethylamine (0.116 ml, 0.815 mmol) were dissolved in DMSO (0.03 ml) and heated at 80° C. for 40 h in a sealed vial (Reacti vial™) a further portion of 2-piperidinoethylamine (0.058 ml, 0.407 mmol) was added after the first 20 h. The product was purified by Autoprep. HPLC to give the title compound after freeze drying as a brown solid (0.031 g). LC/MS system B Rt=2.25 min, m/z=516 MH+. The reactants are ClC1=NC(=NS1)CCl (5-Chloro-3-chloromethyl-[1,2,4]thiadiazole), C(CCC)[Sn](C1=CN=C2N1C=CC(=N2)C(F)(F)F)(CCCC)CCCC (3-tributylstannyl-7-trifluoromethylimidazo[1,2-α]pyrimidine). Yields the product ClCC1=NSC(=N1)C1=CN=C2N1C=CC(=N2)C(F)(F)F (3-(3-chloromethyl-[1,2,4]thiadiazol-5-yl)-7-trifluoromethylimidazo[1,2-α]pyrimidine). The yield is 25.7%. Reaction SMILES: Cl[C:2]1[S:6][N:5]=[C:4]([CH2:7][Cl:8])[N:3]=1.C([Sn](CCCC)(CCCC)[C:14]1[N:18]2[CH:19]=[CH:20][C:21]([C:23]([F:26])([F:25])[F:24])=[N:22][C:17]2=[N:16][CH:15]=1)CCC>>[Cl:8][CH2:7][C:4]1[N:3]=[C:2]([C:14]2[N:18]3[CH:19]=[CH:20][C:21]([C:23]([F:24])([F:25])[F:26])=[N:22][C:17]3=[N:16][CH:15]=2)[S:6][N:5]=1. Procedure details: 5-Chloro-3-chloromethyl-[1,2,4]thiadiazole (360 mg, 2.13 mmol) was coupled to 3-tributylstannyl-7-trifluoromethylimidazo[1,2-α]pyrimidine (1.4 mmol) by the method of Example 1 to afford 3-(3-chloromethyl-[1,2,4]thiadiazol-5-yl)-7-trifluoromethylimidazo[1,2-α]pyrimidine (115 mg) as a yellow solid: δH (400 MHz, DMSO) 5.08 (2H, s), 7.94 (1H, d, J 7), 9.12 (1H, s), 10.03 (1H, d, J 7); m/z (ES+) 320 (M++H).